This data is from the Open Reaction Database (ORD), a public repository of structured organic reaction records. The task is: describe an organic reaction: reactants, conditions, products, and yield Reported procedure: To a solution of 4N sodium hydroxide (0.8 ml) was added tert-butylmercaptan (0.406 ml). The mixture was stirred for 15 minutes at room temperature. Tetra n-butylammonium bromide (322 mg, 1 mmol) and 1,3,5-trichlorobenzene (1) (1.8 g, 10 mmol) were added thereto. The reaction mixture was refluxed at 140° C. for 6.5 hours. The reaction mixture was poured into ice-water, extracted with ethylacetate, washed with water, dried over sodium sulphate, filtrated and concentrated under reduced pressure. Th... Yields the product ClC=1C=C(C=C(C1)Cl)CC(C)(C)SC(CC1=CC(=CC(=C1)Cl)Cl)(C)C (3,5-Dichlorophenyl-tert-butylsulfide). Isolated yield 19.0%. The reagents and catalysts are [Br-].C(CCC)[N+](CCCC)(CCCC)CCCC (Tetra n-butylammonium bromide). As a reaction SMILES: [OH-].[Na+].[C:3]([SH:7])([CH3:6])([CH3:5])[CH3:4].Cl[C:9]1[CH:14]=[C:13]([Cl:15])[CH:12]=[C:11]([Cl:16])[CH:10]=1>[Br-].C([N+](CCCC)(CCCC)CCCC)CCC>[Cl:16][C:11]1[CH:10]=[C:9]([CH2:4][C:3]([S:7][C:3]([CH3:6])([CH3:5])[CH2:4][C:9]2[CH:14]=[C:13]([Cl:15])[CH:12]=[C:11]([Cl:16])[CH:10]=2)([CH3:6])[CH3:5])[CH:14]=[C:13]([Cl:15])[CH:12]=1 |f:0.1,4.5|. The reactants are ClC1=CC(=CC(=C1)Cl)Cl (1,3,5-trichlorobenzene), ice water, [OH-].[Na+] (sodium hydroxide), C(C)(C)(C)S (tert-butylmercaptan). Reaction conditions: time 15 minute. The reactants are 12-L, CC(C(C(=O)OC)C(=O)OC)CC(=O)OC (Trimethyl 2-methylpropane-1,1,3-tricarboxylate), C[O-].[Na+] (NaOMe), C(C)(=O)O.C(=N)N (formamidine acetate). Solvent: CO (methanol), CO (methanol), CO (methanol), C1(=CC=CC=C1)C (toluene). Reaction conditions: temperature 3.1 celsius, time 1.5 hour. Yields the product OC1=NC=NC(=C1C(CC(=O)OC)C)O (Methyl 3-(4,6-dihydroxypyrimidin-5-yl)butanoate). Yield: 86.9%. RXN SMILES: C[O-].[Na+].C(O)(=O)C.[CH:8]([NH2:10])=[NH:9].[CH3:11][CH:12]([CH2:22][C:23]([O:25][CH3:26])=[O:24])[CH:13]([C:18](OC)=[O:19])[C:14](OC)=[O:15]>CO.C1(C)C=CC=CC=1>[OH:19][C:18]1[C:13]([CH:12]([CH3:11])[CH2:22][C:23]([O:25][CH3:26])=[O:24])=[C:14]([OH:15])[N:10]=[CH:8][N:9]=1 |f:0.1,2.3|. Procedure: A 12-L, 4-necked reactor, equipped with a mechanical stirrer, was charged with 2.80 L of methanol and sparged with nitrogen. The solvent was treated with NaOMe (1969 mL, 8612 mmol) and transfer washed with 250 mL of methanol. The mixture was left to stir for 1.5 hours before the solution was treated with formamidine acetate (246.6 g, 2368 mmol) in one sum (granular-homogenized). The mixture was allowed to stir for 20 minutes (the solids dissolved within about 10 minutes post addition) to afford ... The reactants are C([O-])([O-])=O.[K+].[K+] (Potassium carbonate), Cl.ClCC=1N(C(SC1)=NC)C (N-(4-chloromethyl-3-methyl-1,3-thiazol-2(3H) -ylidene)-N-methylamine hydrochloride), N1(CCNCC1)C(=O)OC(C)(C)C (tert-Butyl piperazine-1-carboxylate). Solvent: C(C)#N (acetonitrile). Yields the product CN1/C(/SC=C1CN1CCN(CC1)C(=O)OC(C)(C)C)=N/C (tert-Butyl 4-(((2Z)-3-methyl-2-methylimino-2,3-dihydro-1,3-thiazol-4-yl)methyl)piperazine-1-carboxylate). Isolated yield 98.1%. RXN SMILES: [N:1]1([C:7]([O:9][C:10]([CH3:13])([CH3:12])[CH3:11])=[O:8])[CH2:6][CH2:5][NH:4][CH2:3][CH2:2]1.C(=O)([O-])[O-].[K+].[K+].Cl.Cl[CH2:22][C:23]1[N:24]([CH3:30])[C:25](=[N:28][CH3:29])[S:26][CH:27]=1>C(#N)C>[CH3:30][N:24]1[C:23]([CH2:22][N:4]2[CH2:5][CH2:6][N:1]([C:7]([O:9][C:10]([CH3:13])([CH3:12])[CH3:11])=[O:8])[CH2:2][CH2:3]2)=[CH:27][S:26]/[C:25]/1=[N:28]\[CH3:29] |f:1.2.3,4.5|. Procedure: tert-Butyl piperazine-1-carboxylate (2.5 g) was dissolved in acetonitrile (50 mL). Potassium carbonate (3.7 g) and N-(4-chloromethyl-3-methyl-1,3-thiazol-2(3H) -ylidene)-N-methylamine hydrochloride (3.2 g) were added thereto, and the mixture was mixed under reflux for 4 hours. The solvent was distilled off, and to the residue was added an aqueous potassium bicarbonate solution. The mixture was then extracted with chloroform, and the extract was dried over anhydrous magnesium sulfate. The solvent... Run at time 2 hour. Starting materials: [N+](=O)([O-])C1=CC=C2CCNC2=C1 (2,3-dihydro-6-nitro-1H-indole), C(C)(=O)OC(C)=O (acetic anhydride). Reported procedure: A stirred solution of 2,3-dihydro-6-nitro-1H-indole (100 g, 0.61 mole) in dichloromethane (1000 ml) at room temperature was treated dropwise over 20 minutes with acetic anhydride (62 ml, 0.66 mole). The reaction mixture was stirred for a further 2 h, then washed with 10% Na2CO3 solution (300 ml) dried (Na2SO4) and concentrated in vacuo to afford the title compound as a yellow solid (125 g, 100%). The solvent is ClCCl (dichloromethane). Yields the product C(C)(=O)N1CCC2=CC=C(C=C12)[N+](=O)[O-] (1-Acetyl-2,3-dihydro-6-nitro-1H-indole). Reaction SMILES: [N+:1]([C:4]1[CH:12]=[C:11]2[C:7]([CH2:8][CH2:9][NH:10]2)=[CH:6][CH:5]=1)([O-:3])=[O:2].[C:13](OC(=O)C)(=[O:15])[CH3:14]>ClCCl>[C:13]([N:10]1[C:11]2[C:7](=[CH:6][CH:5]=[C:4]([N+:1]([O-:3])=[O:2])[CH:12]=2)[CH2:8][CH2:9]1)(=[O:15])[CH3:14]. The yield is 99.4%. Starting materials: CC(C)([O-])C.[K+] (potassium tert-butoxide), C(CCCCCC)#N (heptanonitrile), C(=O)OCC (ethyl formate), CC(C)([O-])C (tert-butoxide). The solvent is C1(=CC=CC=C1)C (toluene), O1CCCC1 (tetrahydrofuran), CCOCC (Ether), C1(=CC=CC=C1)C (toluene), O (water). Reaction conditions: time 5 hour. Yields the product C(=O)C(C#N)CCCCC (2-Formylheptanonitrile). Isolated yield 76.3%. Reaction SMILES: C[C:2](C)([O-:4])C.[K+].[C:7](#[N:14])[CH2:8][CH2:9][CH2:10][CH2:11][CH2:12][CH3:13].C(OCC)=O.CC(C)([O-])C>C1(C)C=CC=CC=1.O.CCOCC.O1CCCC1>[CH:2]([CH:8]([CH2:9][CH2:10][CH2:11][CH2:12][CH3:13])[C:7]#[N:14])=[O:4] |f:0.1|. Reported procedure: A solution of potassium tert-butoxide (18.9 g) in a mixed solvent system of tetrahydrofuran (150 ml) and toluene (100 ml) was heated to 75° . A solution of heptanonitrile (11.2 g) and ethyl formate (24 ml) in toluene (50 ml) was then added dropwise to the warm tert-butoxide solution. The reaction was stirred for 5 hours at 75° then cooled with an ice bath. Ether was added to the mixture and then water. The layers were separated. The aqueous phase was washed once with ether then acidified to a pH... Starting materials: NC1=NC(=NS1)C(Cl)(Cl)Cl (5-amino-3-trichloromethyl-1,2,4-thiadiazole), C1(=CC=CC=C1)N=C=O (phenyl isocyanate), C1=CC=CC=C1 (benzene), NC(=O)N (urea). Solvent: CO (methanol). Reaction conditions: temperature 145 celsius. Product: C1(=CC=CC=C1)NC(=O)N(C(=O)NC1=NC(=NS1)C(Cl)(Cl)Cl)C1=CC=CC=C1 (1,3-Diphenyl-5-(3-Trichloromethyl-1,2,4-thiadiazol-5-yl)biuret). Isolated yield 24.0%. Reaction SMILES: [NH2:1][C:2]1[S:6][N:5]=[C:4]([C:7]([Cl:10])([Cl:9])[Cl:8])[N:3]=1.[C:11]1([N:17]=[C:18]=[O:19])[CH:16]=[CH:15][CH:14]=[CH:13][CH:12]=1.[CH:20]1[CH:25]=[CH:24][CH:23]=[CH:22][CH:21]=1.[NH2:26][C:27](N)=[O:28]>CO>[C:11]1([NH:17][C:18]([N:26]([C:20]2[CH:25]=[CH:24][CH:23]=[CH:22][CH:21]=2)[C:27]([NH:1][C:2]2[S:6][N:5]=[C:4]([C:7]([Cl:10])([Cl:9])[Cl:8])[N:3]=2)=[O:28])=[O:19])[CH:16]=[CH:15][CH:14]=[CH:13][CH:12]=1. Procedure details: A glass pressure vessel was charged with 5.5 grams (0.03 mole) 5-amino-3-trichloromethyl-1,2,4-thiadiazole, 7.4 grams (0.06 mole) phenyl isocyanate and 50 milliliters benzene. A magnetic stirring bar was added and the vessel sealed. The stirred reaction mixture was heated at 145° C. for 1.5 hours and then allowed to cool to room temperature where a urea by-product precipitates. The by-product was removed by filtration and the filtrate concentrated in vacuo to leave 9.0 grams of crude product. Tr... Starting materials: CC1CC(CC(C1C(=O)OCC)=O)=O (ethyl 6-methyl-2,4-dioxocyclohexane-1-carboxylate), CC1CC(CC(C1C(=O)OCC)=O)=O (Ethyl 6-methyl-2, 4-dioxocyclohexane caboxylate), NC1=C(C=CC=C1)S (2-aminothiophenol). The solvent is CS(=O)C (DMSO). Product: C(=O)(OCC)C1C(CC=2NC3=CC=CC=C3SC2C1=O)C (3-Carbethoxy-2-methyl-2,3-dihydro-1H-phenothiazin-4[10H] -one). Reaction SMILES: [CH3:1][CH:2]1[CH:7]([C:8]([O:10][CH2:11][CH3:12])=[O:9])[C:6](=[O:13])[CH2:5][C:4](=O)[CH2:3]1.[NH2:15][C:16]1[CH:21]=[CH:20][CH:19]=[CH:18][C:17]=1[SH:22]>CS(C)=O>[C:8]([CH:7]1[C:6](=[O:13])[C:5]2[S:22][C:17]3[C:16](=[CH:21][CH:20]=[CH:19][CH:18]=3)[NH:15][C:4]=2[CH2:3][CH:2]1[CH3:1])([O:10][CH2:11][CH3:12])=[O:9]. Reported procedure: A mixture of ethyl 6-methyl-2,4-dioxocyclohexane-1-carboxylate, 7b (5.94 g, 30 mmole) and 2-aminothiophenol, 6 (X=H, 3.75 g, 30 mmole) in DMSO (10 mL) is placed in a preheated heating mantle. The reaction mixture is stirred and refluxed for 0.5 h. Upon cooling, the reaction mixture forms a solid. The crystals are filtered and the remaining mother liquid is poured into cold water, whereupon further precipitation occurs. Each precipitate is separately recrystallized twice from EtOH and proves to b... The reactants are COCCOC(=O)NNC(=O)OCCOC, Cc1ccccc1, [O-]Cl, [Na+]. Product: COCCOC(=O)N=NC(=O)OCCOC. RXN SMILES: [CH3:1][O:2][CH2:3][CH2:4][O:5][C:6](=[O:7])[NH:8][NH:9][C:10](=[O:11])[O:12][CH2:13][CH2:14][O:15][CH3:16].[CH3:20][c:21]1[cH:22][cH:23][cH:24][cH:25][cH:26]1.[Cl:17][O-:18].[Na+:19]>>[CH3:1][O:2][CH2:3][CH2:4][O:5][C:6](=[O:7])[N:8]=[N:9][C:10](=[O:11])[O:12][CH2:13][CH2:14][O:15][CH3:16]. Starting materials: COc1ccc(CN)c(OC)c1, CC(=O)O, O, O=C1OC(=O)c2c(O)cccc21. Yields the product COc1ccc(CN2C(=O)c3cccc(O)c3C2=O)c(OC)c1. As a reaction SMILES: [CH3:13][O:14][c:15]1[c:16]([CH2:17][NH2:18])[cH:19][cH:20][c:21]([O:23][CH3:24])[cH:22]1.[CH3:25][C:26](=[O:27])[OH:28].[OH2:29].[OH:1][c:2]1[c:3]2[c:4]([cH:10][cH:11][cH:12]1)[C:5](=[O:6])[O:7][C:8]2=[O:9]>>[OH:1][c:2]1[c:3]2[c:4]([cH:10][cH:11][cH:12]1)[C:5](=[O:7])[N:18]([CH2:17][c:16]1[c:15]([O:14][CH3:13])[cH:22][c:21]([O:23][CH3:24])[cH:20][cH:19]1)[C:8]2=[O:9].